Dataset: the Open Reaction Database (ORD), a public repository of structured organic reaction records. Task: describe an organic reaction: reactants, conditions, products, and yield Reaction SMILES: [CH3:44][OH:45].[ClH:43].[F:1][c:2]1[cH:3][cH:4][c:5]([CH:8]2[CH:9]([O:14][CH2:15][c:16]3[cH:17][c:18]4[cH:19][cH:20][cH:21][cH:22][c:23]4[c:24]([O:26][CH2:27][c:28]4[c:29]([O:34][CH2:35][O:36][CH2:37][CH2:38][Si:39]([CH3:40])([CH3:41])[CH3:42])[cH:30][cH:31][cH:32][cH:33]4)[cH:25]3)[CH2:10][NH:11][CH2:12][CH2:13]2)[cH:6][cH:7]1>>[F:1][c:2]1[cH:3][cH:4][c:5]([CH:8]2[CH:9]([O:14][CH2:15][c:16]3[cH:17][c:18]4[cH:19][cH:20][cH:21][cH:22][c:23]4[c:24]([O:26][CH2:27][c:28]4[c:29]([OH:34])[cH:30][cH:31][cH:32][cH:33]4)[cH:25]3)[CH2:10][NH:11][CH2:12][CH2:13]2)[cH:6][cH:7]1. Starting materials: CO, Cl, C[Si](C)(C)CCOCOc1ccccc1COc1cc(COC2CNCCC2c2ccc(F)cc2)cc2ccccc12. The product is Oc1ccccc1COc1cc(COC2CNCCC2c2ccc(F)cc2)cc2ccccc12. The reactants are COC(=O)C1=CC=C(C(=O)N2CCC(CC2)N2C(=O)CCC3=CC=CC=C23)C=C1 (1-[1-(4-Methoxycarbonylbenzoyl)-4-piperidinyl]-3,4-dihydrocarbostyril), [OH-].[Na+] (sodium hydroxide). Run in CO (methanol). Run at time 8 hour. Yields the product C(=O)(O)C1=CC=C(C(=O)N2CCC(CC2)N2C(=O)CCC3=CC=CC=C23)C=C1 (1-[1-(4-carboxybenzoyl)-4-piperidinyl]-3,4-dihydrocarbostyril). Isolated yield 73.7%. As a reaction SMILES: C[O:2][C:3]([C:5]1[CH:29]=[CH:28][C:8]([C:9]([N:11]2[CH2:16][CH2:15][CH:14]([N:17]3[C:27]4[C:22](=[CH:23][CH:24]=[CH:25][CH:26]=4)[CH2:21][CH2:20][C:18]3=[O:19])[CH2:13][CH2:12]2)=[O:10])=[CH:7][CH:6]=1)=[O:4].[OH-].[Na+]>CO>[C:3]([C:5]1[CH:6]=[CH:7][C:8]([C:9]([N:11]2[CH2:12][CH2:13][CH:14]([N:17]3[C:27]4[C:22](=[CH:23][CH:24]=[CH:25][CH:26]=4)[CH2:21][CH2:20][C:18]3=[O:19])[CH2:15][CH2:16]2)=[O:10])=[CH:28][CH:29]=1)([OH:4])=[O:2] |f:1.2|. Procedure: 1-[1-(4-Methoxycarbonylbenzoyl)-4-piperidinyl]-3,4-dihydrocarbostyril (6.33 g) and sodium hydroxide (1.94 g) are dissolved in methanol (100 ml) and the mixture is stirred at room temperature overnight. After the solvent is concentrated, water is added to the residue and the mixture is extracted with diethyl ether. The aqueous layer is adjusted to pH 1 by adding conc. hydrochloric acid and extracted with ethyl acetate. The extract is dried with magnesium sulfate, concentrated and recrystallized f... Reactants: C(#N)[BH3-].[Na+] (sodium cyanoborohydride), C(C)(=O)O (acetic acid), CN1C(=NC=C1)C=O (1-methyl-2-imidazole carboxaldehyde), N1C(=NC=C1)CNCC=1C=CC2=C(N(C(=N2)CCCCN(CCC)CCC)CCC)C1 ([4-(6-{[(1H-imidazol-2-ylmethyl)-amino]-methyl}-1-propyl-1H-benzimidazol-2-yl)-butyl]-dipropyl-amine). Run in CO (methanol). Conditions: temperature 0 celsius, time 2 day. Product: N1C(=NC=C1)CN(CC=1N(C=CN1)C)CC=1C=CC2=C(N(C(=N2)CCCCN(CCC)CCC)CCC)C1 ([4-(6-{[(1H-imidazol-2-ylmethyl)-(1-methyl-1H-imidazol-2-ylmethyl)-amino]-methyl}-1-propyl-1H-benzimidazol-2-yl)-butyl]-dipropyl-amine). As a reaction SMILES: [NH:1]1[CH:5]=[CH:4][N:3]=[C:2]1[CH2:6][NH:7][CH2:8][C:9]1[CH:10]=[CH:11][C:12]2[N:16]=[C:15]([CH2:17][CH2:18][CH2:19][CH2:20][N:21]([CH2:25][CH2:26][CH3:27])[CH2:22][CH2:23][CH3:24])[N:14]([CH2:28][CH2:29][CH3:30])[C:13]=2[CH:31]=1.C(O)(=O)C.[CH3:36][N:37]1[CH:41]=[CH:40][N:39]=[C:38]1[CH:42]=O.C([BH3-])#N.[Na+]>CO>[NH:3]1[CH:4]=[CH:5][N:1]=[C:2]1[CH2:6][N:7]([CH2:8][C:9]1[CH:10]=[CH:11][C:12]2[N:16]=[C:15]([CH2:17][CH2:18][CH2:19][CH2:20][N:21]([CH2:22][CH2:23][CH3:24])[CH2:25][CH2:26][CH3:27])[N:14]([CH2:28][CH2:29][CH3:30])[C:13]=2[CH:31]=1)[CH2:42][C:38]1[N:37]([CH3:36])[CH:41]=[CH:40][N:39]=1 |f:3.4|. Procedure details: The compound (64.0 mg) obtained in Example 4-1 was dissolved in methanol (1.3 ml) and added with acetic acid (0.065 ml) and 1-methyl-2-imidazole carboxaldehyde (16.6 mg) and the whole was cooled to 0° C. Then, the solution was added with sodium cyanoborohydride (14.2 mg) and stirred at room temperature for 2 days. After completion of the reaction, the solvent was distilled off under reduced pressure and the residue was then dissolved in chloroform. After washing with a 1 mol/l sodium hydroxide a... Reactants: C1CCOC1, Cl, CCOC(=O)Cn1cc(-c2ccc(F)cc2)c(-c2ccc(S(C)(=O)=O)cc2)n1, [Li+], [OH-]. The product is CS(=O)(=O)c1ccc(-c2nn(CC(=O)O)cc2-c2ccc(F)cc2)cc1. As a reaction SMILES: [CH2:32]1[O:33][CH2:34][CH2:35][CH2:36]1.[ClH:31].[F:1][c:2]1[cH:3][cH:4][c:5](-[c:8]2[c:9](-[c:19]3[cH:20][cH:21][c:22]([S:25](=[O:26])(=[O:27])[CH3:28])[cH:23][cH:24]3)[n:10][n:11]([CH2:13][C:14](=[O:15])[O:16][CH2:17][CH3:18])[cH:12]2)[cH:6][cH:7]1.[Li+:29].[OH-:30]>>[F:1][c:2]1[cH:3][cH:4][c:5](-[c:8]2[c:9](-[c:19]3[cH:20][cH:21][c:22]([S:25](=[O:26])(=[O:27])[CH3:28])[cH:23][cH:24]3)[n:10][n:11]([CH2:13][C:14](=[O:15])[OH:16])[cH:12]2)[cH:6][cH:7]1. Reactants: COC1=CC=C(C=C1)CC(=O)O (4-methoxyphenyl acetic acid), NC1=NC=CC(=C1)C (2-amino-4-picoline). Product: COC1=CC=C(C=C1)CCNC1=NC=CC(=C1)C (N-[2-(4-Methoxyphenyl)ethyl]-4-methylpyridin-2-amine). As a reaction SMILES: [CH3:1][O:2][C:3]1[CH:8]=[CH:7][C:6]([CH2:9][C:10](O)=O)=[CH:5][CH:4]=1.[NH2:13][C:14]1[CH:19]=[C:18]([CH3:20])[CH:17]=[CH:16][N:15]=1>>[CH3:1][O:2][C:3]1[CH:8]=[CH:7][C:6]([CH2:9][CH2:10][NH:13][C:14]2[CH:19]=[C:18]([CH3:20])[CH:17]=[CH:16][N:15]=2)=[CH:5][CH:4]=1. Reported procedure: Similarly prepared from 4-methoxyphenyl acetic acid and 2-amino-4-picoline.